This data is from the Open Reaction Database (ORD), a public repository of structured organic reaction records. The task is: describe an organic reaction: reactants, conditions, products, and yield Yield: 81.0%. Starting materials: COC1=C(C=CC(=C1)C[C@@H](CO)[C@@H](CC2=CC(=C(C=C2)O)OC)CO)O ((−) secoisolariciresinol), [Cl-].C1(=CC=CC=C1)P(C1=CC=CC=C1)C1=CC=CC=C1 (triphenyl phosphine chloride). Solvent: C1CCOC1 (THF), C(C)#N (acetonitrile). As a reaction SMILES: [CH3:1][O:2][C:3]1[CH:8]=[C:7]([CH2:9][C@H:10]([C@H:13]([CH2:24]O)[CH2:14][C:15]2[CH:20]=[CH:19][C:18]([OH:21])=[C:17]([O:22][CH3:23])[CH:16]=2)[CH2:11][OH:12])[CH:6]=[CH:5][C:4]=1[OH:26].[Cl-].C1(P(C2C=CC=CC=2)C2C=CC=CC=2)C=CC=CC=1>C1COCC1.C(#N)C>[CH2:9]([CH:10]1[CH:13]([CH2:14][C:15]2[CH:20]=[CH:19][C:18]([OH:21])=[C:17]([O:22][CH3:23])[CH:16]=2)[CH2:24][O:12][CH2:11]1)[C:7]1[CH:6]=[CH:5][C:4]([OH:26])=[C:3]([O:2][CH3:1])[CH:8]=1 |f:1.2|. Reported procedure: (−) secoisolariciresinol (100 mg,) was dissolved in THF (5 ml) and to it was added a solution of triphenyl phosphine chloride in acetonitrile (1 ml) and the mixture was stirred at 0-80° C. for 1-10 hours. After completion of the reaction, the reaction mixture was concentrated under vacuum and the residue thus obtained was chromatographed over florosil column. Elution of the column with 30% EtOAC in pet. ether gave (−-3,4-divanillyl tetrahydrofuran (77 mg), m.p. 114-116° C. Conditions: temperature 40 celsius, time 5.5 hour. The product is C(C1=CC(OC)=C(O)C=C1)C1COCC1CC1=CC(OC)=C(O)C=C1 (3,4-divanillyl tetrahydrofuran). Starting materials: N1=C(C=CC=C1)C1=CC(=CN1)C=O (5-(pyridin-2-yl)-1H-pyrrole-3-carbaldehyde), [H-].[Na+] (sodium hydride), FC=1C=C(C=CC1F)S(=O)(=O)Cl (3,4-difluorobenzenesulfonyl chloride), C1COCCOCCOCCOCCO1 (15-Crown-5). The solvent is O1CCCC1 (tetrahydrofuran), [Cl-].[Na+].O (brine). Conditions: time 30 minute. The product is FC=1C=C(C=CC1F)S(=O)(=O)N1C=C(C=C1C1=NC=CC=C1)C=O (1-[(3,4-Difluorophenyl)sulfonyl]-5-(pyridin-2-yl)-1H-pyrrole-3-carbaldehyde). Yield: 70.4%. As a reaction SMILES: [N:1]1[CH:6]=[CH:5][CH:4]=[CH:3][C:2]=1[C:7]1[NH:11][CH:10]=[C:9]([CH:12]=[O:13])[CH:8]=1.[H-].[Na+].C1OCCOCCOCCOCCOC1.[F:31][C:32]1[CH:33]=[C:34]([S:39](Cl)(=[O:41])=[O:40])[CH:35]=[CH:36][C:37]=1[F:38]>O1CCCC1.[Cl-].[Na+].O>[F:31][C:32]1[CH:33]=[C:34]([S:39]([N:11]2[C:7]([C:2]3[CH:3]=[CH:4][CH:5]=[CH:6][N:1]=3)=[CH:8][C:9]([CH:12]=[O:13])=[CH:10]2)(=[O:40])=[O:41])[CH:35]=[CH:36][C:37]=1[F:38] |f:1.2,6.7.8|. Procedure: To a solution (16 mL) of 5-(pyridin-2-yl)-1H-pyrrole-3-carbaldehyde (80 mg) in tetrahydrofuran was added sodium hydride (60% in oil, 56 mg) at room temperature and the mixture was stirred for 30 min. 15-Crown-5 (307 mg) was added dropwise and the mixture was stirred for 30 min, 3,4-difluorobenzenesulfonyl chloride (198 mg) was added, and the mixture was further stirred for 1 hr. Saturated brine was added to the reaction mixture, and the mixture was extracted with ethyl acetate. The extract was w... Isolated yield 110.6%. Starting materials: C1=CC=C2C(OC(C=3C=C4OCOCC4=C1C23)=O)=O (11H-5,8,10-Trioxabenzo[de]anthracene-4,6-dione), Cl.NO (hydroxylamine hydrochloride). Procedure details: 11H-5,8,10-Trioxabenzo[de]anthracene-4,6-dione (0.14 g, 0.5 mmol, from Example K1) and hydroxylamine hydrochloride (0.06 g, 0.9 mmol) were reacted in pyridine (4.0 mL) following the procedure of Example 1 to give 0.15 g of the title compound, mp >350° C.; Product: ON1C(C=2C=C3OCOCC3=C3C2C(C1=O)=CC=C3)=O (5-Hydroxy-11H-8,10-dioxa-5-aza-benzo[de]anthracene-4,6-dione). Reaction SMILES: [CH:1]1[C:16]2[C:17]3[C:4]([C:5](=O)[O:6][C:7](=[O:18])[C:8]=3[CH:9]=[C:10]3[C:15]=2[CH2:14][O:13][CH2:12][O:11]3)=[CH:3][CH:2]=1.Cl.[NH2:21][OH:22]>N1C=CC=CC=1>[OH:22][N:21]1[C:5](=[O:6])[C:4]2=[CH:3][CH:2]=[CH:1][C:16]3[C:17]2=[C:8]([CH:9]=[C:10]2[C:15]=3[CH2:14][O:13][CH2:12][O:11]2)[C:7]1=[O:18] |f:1.2|. The solvent is N1=CC=CC=C1 (pyridine). Starting materials: CC1(C)OB(c2ccc(N)nc2)OC1(C)C, O=C=Nc1cccc(C(F)(F)F)c1, C1CCOC1. Product: CC1(C)OB(c2ccc(NC(=O)Nc3cccc(C(F)(F)F)c3)nc2)OC1(C)C. RXN SMILES: [CH3:1][C:2]1([CH3:16])[O:3][B:4]([c:9]2[cH:10][cH:11][c:12]([NH2:15])[n:13][cH:14]2)[O:5][C:6]1([CH3:7])[CH3:8].[F:17][C:18]([c:19]1[cH:20][c:21]([N:25]=[C:26]=[O:27])[cH:22][cH:23][cH:24]1)([F:28])[F:29].[O:30]1[CH2:31][CH2:32][CH2:33][CH2:34]1>>[CH3:1][C:2]1([CH3:16])[O:3][B:4]([c:9]2[cH:10][cH:11][c:12]([NH:15][C:26]([NH:25][c:21]3[cH:20][c:19]([C:18]([F:17])([F:28])[F:29])[cH:24][cH:23][cH:22]3)=[O:27])[n:13][cH:14]2)[O:5][C:6]1([CH3:7])[CH3:8]. Starting materials: C=1C=CC(=CC1)CCNN (phenelzine), C(C)OC=C(C(=O)OCC)C(=O)C (ethyl 2-ethoxymethyleneacetoacetate). Yields the product CC1=NN(C=C1C(=O)O)CCC1=CC=CC=C1 (3-methyl-1-phenethylpyrazole-4-carboxylic acid). The yield is 37.1%. RXN SMILES: [CH:1]1[CH:2]=[CH:3][C:4]([CH2:7][CH2:8][NH:9][NH2:10])=[CH:5][CH:6]=1.C(O[CH:14]=[C:15]([C:21]([CH3:23])=O)[C:16]([O:18]CC)=[O:17])C>>[CH3:23][C:21]1[C:15]([C:16]([OH:18])=[O:17])=[CH:14][N:9]([CH2:8][CH2:7][C:4]2[CH:5]=[CH:6][CH:1]=[CH:2][CH:3]=2)[N:10]=1. Procedure: By the reaction and treatment in the same manner as in Starting Material Synthesis Example 1 using phenelzine (15 g) and ethyl 2-ethoxymethyleneacetoacetate (12 g), the residue was recrystallized from a mixed solvent of ethyl acetate-diisopropyl ether to give 3-methyl-1-phenethylpyrazole-4-carboxylic acid (5.5 g).